From a dataset of the Open Reaction Database (ORD), a public repository of structured organic reaction records. describe an organic reaction: reactants, conditions, products, and yield Reactants: C(C(C)C)NC(C(=C[C@H]1[C@@H](N(C(O1)(C)C)C(=O)OCC1=CC=CC=C1)CC(C)C)CCOC1OCCCC1)=O (3-[(4S,5S)-3-benzyloxycarbonyl-2,2-dimethyl-4-isobutyloxazolidin-5-yl]-2-[2-(2-tetrahydropyranyloxy)ethyl]-2-propenoic acid isobutylamide). The reagents and catalysts are [C].[Pd] (palladium carbon). Solvent: C(C)O (ethanol). Yields the product C(C(C)C)NC(C(=C[C@@H]([C@H](CC(C)C)N)O)CCOC1OCCCC1)=O ((4S,5S)-5-amino-4-hydroxy-2-[2-(2-tetrahydropyranyloxy)ethyl]-7-methyl-2-octenoic acid isobutylamide). The yield is 84.4%. Reaction SMILES: [CH2:1]([NH:5][C:6](=[O:39])[C:7]([CH2:30][CH2:31][O:32][CH:33]1[CH2:38][CH2:37][CH2:36][CH2:35][O:34]1)=[CH:8][C@@H:9]1[O:13]C(C)(C)[N:11](C(OCC2C=CC=CC=2)=O)[C@H:10]1[CH2:26][CH:27]([CH3:29])[CH3:28])[CH:2]([CH3:4])[CH3:3]>C(O)C.[C].[Pd]>[CH2:1]([NH:5][C:6](=[O:39])[C:7]([CH2:30][CH2:31][O:32][CH:33]1[CH2:38][CH2:37][CH2:36][CH2:35][O:34]1)=[CH:8][C@H:9]([OH:13])[C@@H:10]([NH2:11])[CH2:26][CH:27]([CH3:29])[CH3:28])[CH:2]([CH3:3])[CH3:4] |f:2.3|. Reported procedure: 216 mg of 3-[(4S,5S)-3-benzyloxycarbonyl-2,2-dimethyl-4-isobutyloxazolidin-5-yl]-2-[2-(2-tetrahydropyranyloxy)ethyl]-2-propenoic acid isobutylamide was dissolved in 2.1 ml of ethanol, and hydrogenated by using 10% palladium carbon under atmospheric pressure. The reaction mixture was subjected to filtration, and the solvent was distilled off from the filtrate under reduced pressure to obtain 124 mg of (4S,5S)-5-amino-4-hydroxy-2-[2-(2-tetrahydropyranyloxy)ethyl]-7-methyl-2-octenoic acid isobutyla...